This data is from the Open Reaction Database (ORD), a public repository of structured organic reaction records. The task is: describe an organic reaction: reactants, conditions, products, and yield Starting materials: NC1=C(C=C(C(=O)OC)C=C1)S(=O)(=O)C (methyl 4-amino-3-methanesulfonylbenzoate), [H-].[Na+] (sodium hydride), ClS(=O)(=O)C1=C(C2=C(S1)C=CC(=C2)C)C (2-chlorosulfonyl-5-methyl-3-methylbenzo[b]thiophene). Run in C1CCOC1 (THF). Conditions: time 6 hour. Yields the product CC1=CC2=C(SC(=C2C)S(=O)(=O)NC2=C(C=C(C(=O)OC)C=C2)S(=O)(=O)C)C=C1 (methyl 4-(5-methyl-3-methylbenzo[b]thiophene-2-sulfonylamino)-3-methanesulfonylbenzoate). Isolated yield 50.0%. Reaction SMILES: [NH2:1][C:2]1[CH:11]=[CH:10][C:5]([C:6]([O:8][CH3:9])=[O:7])=[CH:4][C:3]=1[S:12]([CH3:15])(=[O:14])=[O:13].[H-].[Na+].Cl[S:19]([C:22]1[S:26][C:25]2[CH:27]=[CH:28][C:29]([CH3:31])=[CH:30][C:24]=2[C:23]=1[CH3:32])(=[O:21])=[O:20]>C1COCC1>[CH3:31][C:29]1[CH:28]=[CH:27][C:25]2[S:26][C:22]([S:19]([NH:1][C:2]3[CH:11]=[CH:10][C:5]([C:6]([O:8][CH3:9])=[O:7])=[CH:4][C:3]=3[S:12]([CH3:15])(=[O:14])=[O:13])(=[O:21])=[O:20])=[C:23]([CH3:32])[C:24]=2[CH:30]=1 |f:1.2|. Procedure details: Into 8.0 mL of THF was dissolved 183 mg of methyl 4-amino-3-methanesulfonylbenzoate, followed by addition of 96 mg of sodium hydride (oily, 60%) at 0° C. After 20 minutes of stirring at the same temperature, 250 mg of 2-chlorosulfonyl-5-methyl-3-methylbenzo[b]thiophene was added at 0° C., followed by 6 hours of stirring at room temperature. After confirmation of disappearance of the starting material, the reaction was terminated by adding 1 mol/L hydrochloric acid at 0° C., followed by extractio... Starting materials: C1=CC=CC=C1 (benzene), C1C(C2=CC=CC=C2)O1 (styrene oxide), allyl(1,5-cyclooctadiene)palladium trifluoromethanesulfonate, C1(=CC=CC=C1)CC=O (phenylacetaldehyde), C([O-])([O-])=O.[Na+].[Na+] (sodium carbonate). Solvent: CO (methanol). Run at temperature 50 celsius, time 10 minute. Yields the product COC(CC1=CC=CC=C1)OC (phenylacetaldehyde dimethylacetal), aldehyde. Reaction SMILES: [CH:1]1[CH:6]=[CH:5][CH:4]=[CH:3][CH:2]=1.[CH2:7]1[O:15][CH:8]1[C:9]1C=CC=CC=1.C1(C[CH:23]=[O:24])C=CC=CC=1.C(=O)([O-])[O-].[Na+].[Na+]>CO>[CH3:7][O:15][CH:8]([O:24][CH3:23])[CH2:9][C:1]1[CH:6]=[CH:5][CH:4]=[CH:3][CH:2]=1 |f:3.4.5|. Procedure details: To a benzene (25 ml) solution of styrene oxide (1.20 g, 10 mmol), allyl(1,5-cyclooctadiene)palladium trifluoromethanesulfonate (41 mg, 0.10 mmol) was added as a catalyst, and the mixture was stirred at 50° C. for 10 minutes. The reaction solution was analyzed by an internal standard method by means of gas chromatography and the nuclear magnetic resonance spectrum, whereby it was found that the yield of phenylacetaldehyde was 75%. Then, to this reaction solution, methanol (10 ml) was added, and t...